From a dataset of the Open Reaction Database (ORD), a public repository of structured organic reaction records. describe an organic reaction: reactants, conditions, products, and yield The reactants are CN(C)C=O, [H-], CI, [Na+], O=C1N(Cc2ccc(=O)[nH]c2)c2ccccc2C12COc1cc3c(cc12)OCCO3, O. The product is Cn1cc(CN2C(=O)C3(COc4cc5c(cc43)OCCO5)c3ccccc32)ccc1=O. Reaction SMILES: [CH3:35][N:36]([CH3:37])[CH:38]=[O:39].[H-:31].[I:33][CH3:34].[Na+:32].[O:1]=[c:2]1[cH:3][cH:4][c:5]([CH2:8][N:9]2[C:10](=[O:30])[C:11]3([CH2:12][O:13][c:14]4[cH:15][c:16]5[c:17]([cH:22][c:23]43)[O:18][CH2:19][CH2:20][O:21]5)[c:24]3[cH:25][cH:26][cH:27][cH:28][c:29]32)[cH:6][nH:7]1.[OH2:40]>>[O:1]=[c:2]1[cH:3][cH:4][c:5]([CH2:8][N:9]2[C:10](=[O:30])[C:11]3([CH2:12][O:13][c:14]4[cH:15][c:16]5[c:17]([cH:22][c:23]43)[O:18][CH2:19][CH2:20][O:21]5)[c:24]3[cH:25][cH:26][cH:27][cH:28][c:29]32)[cH:6][n:7]1[CH3:34]. Reactants: CCOC(=O)Cc1cnc(-c2ccc(C(CC)(CC)c3ccc(C=CC(O)(CC)CC)c(C)c3)cc2C)nc1, CO, [Na+], [OH-]. The product is CCC(O)(C=Cc1ccc(C(CC)(CC)c2ccc(-c3ncc(CC(=O)O)cn3)c(C)c2)cc1C)CC. As a reaction SMILES: [CH2:3]([CH3:4])[O:5][C:6]([CH2:7][c:8]1[cH:9][n:10][c:11](-[c:14]2[c:15]([CH3:40])[cH:16][c:17]([C:20]([CH2:21][CH3:22])([c:23]3[cH:24][c:25]([CH3:37])[c:26]([CH:29]=[CH:30][C:31]([CH2:32][CH3:33])([OH:34])[CH2:35][CH3:36])[cH:27][cH:28]3)[CH2:38][CH3:39])[cH:18][cH:19]2)[n:12][cH:13]1)=[O:41].[CH3:42][OH:43].[Na+:2].[OH-:1]>>[O:5]=[C:6]([CH2:7][c:8]1[cH:9][n:10][c:11](-[c:14]2[c:15]([CH3:40])[cH:16][c:17]([C:20]([CH2:21][CH3:22])([c:23]3[cH:24][c:25]([CH3:37])[c:26]([CH:29]=[CH:30][C:31]([CH2:32][CH3:33])([OH:34])[CH2:35][CH3:36])[cH:27][cH:28]3)[CH2:38][CH3:39])[cH:18][cH:19]2)[n:12][cH:13]1)[OH:41]. Reactants: ClC1=C(C=CC=C1)C=1N=C(SC1C(=O)OC)C (methyl 4-(2-chlorophenyl)-2-methyl-1,3-thiazole-5-carboxylate), BrN1C(CCC1=O)=O (N-bromosuccinimide), 2,2′-azobis-2-methylpropionitrile. The solvent is C(Cl)(Cl)(Cl)Cl (carbon tetrachloride). The product is BrCC=1SC(=C(N1)C1=C(C=CC=C1)Cl)C(=O)OC (methyl 2-(bromomethyl)-4-(2-chlorophenyl)-1,3-thiazole-5-carboxylate). RXN SMILES: [Cl:1][C:2]1[CH:7]=[CH:6][CH:5]=[CH:4][C:3]=1[C:8]1[N:9]=[C:10]([CH3:17])[S:11][C:12]=1[C:13]([O:15][CH3:16])=[O:14].[Br:18]N1C(=O)CCC1=O>C(Cl)(Cl)(Cl)Cl>[Br:18][CH2:17][C:10]1[S:11][C:12]([C:13]([O:15][CH3:16])=[O:14])=[C:8]([C:3]2[CH:4]=[CH:5][CH:6]=[CH:7][C:2]=2[Cl:1])[N:9]=1. Procedure details: 5.00 g (18.6 mmol) of methyl 4-(2-chlorophenyl)-2-methyl-1,3-thiazole-5-carboxylate and 3.38 g (19.0 mmol) of N-bromosuccinimide were dissolved in 100 ml of carbon tetrachloride and, with stirring, heated to the boil. At boiling point, 170 mg (1.00 mmol) of 2,2′-azobis-2-methylpropionitrile were added a little at a time over a period of 5 hours, followed by refluxing for a further hour. After cooling to room temperature, the reaction solution was filtered and the mother liquor was freed from the...